Dataset: the Open Reaction Database (ORD), a public repository of structured organic reaction records. Task: describe an organic reaction: reactants, conditions, products, and yield The reactants are Cc1cc(C(=O)NCc2cccc([N+](=O)[O-])c2)no1, CCOC(C)=O, Cl, C1CCOC1, O, O, Cl[Sn](Cl)(Cl)Cl. Product: Cc1cc(C(=O)NCc2cccc(N)c2)no1. As a reaction SMILES: [CH3:1][c:2]1[cH:3][c:4]([C:7](=[O:8])[NH:9][CH2:10][c:11]2[cH:12][c:13]([N+:17]([O-:18])=[O:19])[cH:14][cH:15][cH:16]2)[n:5][o:6]1.[CH3:33][CH2:34][O:35][C:36](=[O:37])[CH3:38].[ClH:27].[O:28]1[CH2:29][CH2:30][CH2:31][CH2:32]1.[OH2:20].[OH2:21].[Sn:22]([Cl:23])([Cl:24])([Cl:25])[Cl:26]>>[CH3:1][c:2]1[cH:3][c:4]([C:7](=[O:8])[NH:9][CH2:10][c:11]2[cH:12][c:13]([NH2:17])[cH:14][cH:15][cH:16]2)[n:5][o:6]1. Reactants: acrylates, C(C=C)(=O)OCCCO (Hydroxypropyl acrylate), CC(=C)CC(C)(C)C (Diisobutylene), C(C=C)(=O)O (Acrylic acid), C(C=C)(=O)OCCCC (Butyl acrylate), C=CC1=CC=CC=C1 (Styrene), methacrylates, C=CC1=CC=CC=C1 (styrene), C(C(=C)C)(=O)OCCCC (Butyl methacrylate). The solvent is C(C)(=O)OCCCC (butyl acetate). Conditions: temperature 150 celsius, time 2 hour. The product is CC(=C)CC(C)(C)C.C(C=C)(=O)OCCCO.C(C(=C)C)(=O)OCCCC.C=CC1=CC=CC=C1.C(C=C)(=O)O.C(C=C)(=O)OCCCC (diisobutylene hydroxypropyl acrylate butyl methacrylate styrene acrylic acid butyl acrylate). Reaction SMILES: [CH2:1]=[CH:2][C:3]1[CH:8]=[CH:7][CH:6]=[CH:5][CH:4]=1.[CH3:9][C:10]([CH2:12][C:13]([CH3:16])([CH3:15])[CH3:14])=[CH2:11].[C:17]([O:21][CH2:22][CH2:23][CH2:24][OH:25])(=[O:20])[CH:18]=[CH2:19].[C:26]([O:31][CH2:32][CH2:33][CH2:34][CH3:35])(=[O:30])[C:27]([CH3:29])=[CH2:28].[C:36]([OH:40])(=[O:39])[CH:37]=[CH2:38].[C:41]([O:45][CH2:46][CH2:47][CH2:48][CH3:49])(=[O:44])[CH:42]=[CH2:43]>C(OCCCC)(=O)C>[CH3:11][C:10]([CH2:12][C:13]([CH3:16])([CH3:15])[CH3:14])=[CH2:9].[C:17]([O:21][CH2:22][CH2:23][CH2:24][OH:25])(=[O:20])[CH:18]=[CH2:19].[C:26]([O:31][CH2:32][CH2:33][CH2:34][CH3:35])(=[O:30])[C:27]([CH3:29])=[CH2:28].[CH2:1]=[CH:2][C:3]1[CH:8]=[CH:7][CH:6]=[CH:5][CH:4]=1.[C:36]([OH:40])(=[O:39])[CH:37]=[CH2:38].[C:41]([O:45][CH2:46][CH2:47][CH2:48][CH3:49])(=[O:44])[CH:42]=[CH2:43] |f:7.8.9.10.11.12|. Procedure details: Charge 1 was added to a 4-liter stirred stainless steel pressure reactor. The reactor was then pressurized with nitrogen providing a 5 psig pad on the reactor. The agitation on the reactor was set and the reactor temperature was adjusted to 150° C. Charge 2 was added to the reactor at addition rate of 52 grams/hour over 2.5 hours. After 15 minutes Charge 3 was added to reactor at the addition rate 500 grams/hour over 2 hours. During the monomer addition the temperature was maintained at 150° C. ... Starting materials: CC(C)(C)OC(=O)NCc1ccc(N)c(I)c1, CCCCC([Sn])=C(CCCC)CCCC, [Cl-], [Li+], CN(C)C=O. Product: C=Cc1cc(CNC(=O)OC(C)(C)C)ccc1N. RXN SMILES: [C:3]([CH3:4])([CH3:5])([CH3:6])[O:7][C:8]([NH:9][CH2:10][c:11]1[cH:12][c:13]([I:18])[c:14]([NH2:17])[cH:15][cH:16]1)=[O:19].[CH2:20]([CH2:21][CH2:33][CH3:34])[C:22]([Sn:23])=[C:24]([CH2:25][CH2:26][CH2:27][CH3:28])[CH2:29][CH2:30][CH2:31][CH3:32].[Cl-:2].[Li+:1].[O:35]=[CH:36][N:37]([CH3:38])[CH3:39]>>[C:3]([CH3:4])([CH3:5])([CH3:6])[O:7][C:8]([NH:9][CH2:10][c:11]1[cH:12][c:13]([CH:20]=[CH2:21])[c:14]([NH2:17])[cH:15][cH:16]1)=[O:19]. Starting materials: BrC=1C=C2C(CCNC2=C(C1)C(=O)O)C(=O)O (6-bromo-1,2,3,4-tetrahydroquinoline-4,8-dicarboxylic acid), C(C1=CC=CC=C1)Br (benzyl bromide), C([O-])([O-])=O.[K+].[K+] (potassium carbonate). The solvent is CN(C)C=O (DMF). Reaction conditions: time 3 hour. Product: BrC=1C=C2C(CCNC2=C(C1)C(=O)OCC1=CC=CC=C1)C(=O)OCC1=CC=CC=C1 (Dibenzyl 6-bromo-1,2,3,4-tetrahydroquinoline-4,8-dicarboxylate). RXN SMILES: [Br:1][C:2]1[CH:3]=[C:4]2[C:9](=[C:10]([C:12]([OH:14])=[O:13])[CH:11]=1)[NH:8][CH2:7][CH2:6][CH:5]2[C:15]([OH:17])=[O:16].[CH2:18](Br)[C:19]1[CH:24]=[CH:23][CH:22]=[CH:21][CH:20]=1.C(=O)([O-])[O-].[K+].[K+]>CN(C=O)C>[Br:1][C:2]1[CH:3]=[C:4]2[C:9](=[C:10]([C:12]([O:14][CH2:18][C:19]3[CH:24]=[CH:23][CH:22]=[CH:21][CH:20]=3)=[O:13])[CH:11]=1)[NH:8][CH2:7][CH2:6][CH:5]2[C:15]([O:17][CH2:5][C:4]1[CH:9]=[CH:10][CH:11]=[CH:2][CH:3]=1)=[O:16] |f:2.3.4|. Procedure: A mixture of 6-bromo-1,2,3,4-tetrahydroquinoline-4,8-dicarboxylic acid (10.2 g), benzyl bromide (9 ml) and potassium carbonate (10 g) in DMF (30 ml) was stirred at room temperature for 3 hours and filtered. To the filtrate was added a mixture of ethyl acetate-benzene (1:1, 300 ml). The mixture was washed with water, dried over anhydrous sodium sulfate and concentrated to give oily objective compound (17.44 g). As a reaction SMILES: [C:16]([CH2:17][C:18](=[O:19])[OH:20])(=[O:21])[O:22][CH2:23][CH3:24].[C:1]([CH3:2])([CH3:3])([CH3:4])[c:5]1[c:6]([O:7][CH:8]2[CH2:9][NH:10][CH2:11]2)[cH:12][cH:13][cH:14][cH:15]1.[CH2:46]([Cl:47])[Cl:48].[CH3:25][CH2:26][N:27]=[C:28]=[N:29][CH2:30][CH2:31][CH2:32][N:33]([CH3:34])[CH3:35].[OH:36][n:37]1[c:38]2[c:39]([cH:40][cH:41][cH:42][cH:43]2)[n:44][n:45]1>>[C:1]([CH3:2])([CH3:3])([CH3:4])[c:5]1[c:6]([O:7][CH:8]2[CH2:9][N:10]([C:18]([CH2:17][C:16](=[O:21])[O:22][CH2:23][CH3:24])=[O:19])[CH2:11]2)[cH:12][cH:13][cH:14][cH:15]1. The product is CCOC(=O)CC(=O)N1CC(Oc2ccccc2C(C)(C)C)C1. Starting materials: CCOC(=O)CC(=O)O, CC(C)(C)c1ccccc1OC1CNC1, ClCCl, CCN=C=NCCCN(C)C, On1nnc2ccccc21. The reactants are CS(=O)(=O)Oc1ccc(C=CC(=O)O)cc1, CS(=O)(=O)Oc1ccc(C=O)cc1, O=Cc1ccc(C(F)(F)F)cc1F. Yields the product O=C(O)C=Cc1ccc(C(F)(F)F)cc1F. As a reaction SMILES: [CH3:1][S:2]([O:3][c:4]1[cH:5][cH:6][c:7]([CH:8]=[CH:13][C:14](=[O:15])[OH:16])[cH:9][cH:10]1)(=[O:11])=[O:12].[CH:30]([c:31]1[cH:32][cH:33][c:34]([O:35][S:36]([CH3:37])(=[O:38])=[O:39])[cH:40][cH:41]1)=[O:42].[F:17][c:18]1[c:19]([CH:20]=[O:21])[cH:22][cH:23][c:24]([C:26]([F:27])([F:28])[F:29])[cH:25]1>>[CH:13]([C:14](=[O:15])[OH:16])=[CH:20][c:19]1[c:18]([F:17])[cH:25][c:24]([C:26]([F:27])([F:28])[F:29])[cH:23][cH:22]1. As a reaction SMILES: [C:1]([O:5][C:6]([NH:8][C:9]1[CH:14]=[CH:13][CH:12]=[CH:11][C:10]=1[NH:15][C:16](=[O:32])[C:17]1[CH:22]=[CH:21][C:20](B2OC(C)(C)C(C)(C)O2)=[CH:19][CH:18]=1)=[O:7])([CH3:4])([CH3:3])[CH3:2].[CH:33]1([NH:39][C:40](=[O:49])[O:41][CH2:42][C:43]2[S:47][C:46](Cl)=[N:45][CH:44]=2)[CH2:38][CH2:37][CH2:36][CH2:35][CH2:34]1>C(OCC)(=O)C>[CH:33]1([NH:39][C:40](=[O:49])[O:41][CH2:42][C:43]2[S:47][C:46]([C:20]3[CH:19]=[CH:18][C:17]([C:16]([NH:15][C:10]4[CH:11]=[CH:12][CH:13]=[CH:14][C:9]=4[NH:8][C:6]([O:5][C:1]([CH3:4])([CH3:3])[CH3:2])=[O:7])=[O:32])=[CH:22][CH:21]=3)=[N:45][CH:44]=2)[CH2:38][CH2:37][CH2:36][CH2:35][CH2:34]1. Procedure: Using an analogous procedure to that described in Method 4, N-(2-t-butoxycarbonylaminophenyl)-4-(4,4,5,5-tetramethyl-1,3,2-dioxaborolan-2-yl)benzamide (Method 13, 219 mg, 0.5 mmol) was reacted with (2-chloro-1,3-thiazol-5-yl)methyl cyclohexylcarbamate (138 mg, 0.5 mmol). The crude residue was stirred in ethyl acetate for 16 hours before being filtered, mixed with water and the aqueous removed using a Varian Chem Elut Column (CE1010). The resulting solution was concentrated and purified by flash ... Product: C1(CCCCC1)NC(OCC1=CN=C(S1)C1=CC=C(C=C1)C(=O)NC1=C(C=CC=C1)NC(=O)OC(C)(C)C)=O ([2-(4-{[(2-t-butoxycarbonylaminophenyl)amino]carbonyl}phenyl)-1,3-thiazol-5-yl]methyl cyclohexylcarbamate). The reactants are C(C)(C)(C)OC(=O)NC1=C(C=CC=C1)NC(C1=CC=C(C=C1)B1OC(C(O1)(C)C)(C)C)=O (N-(2-t-Butoxycarbonylaminophenyl)-4-(4,4,5,5-tetramethyl-1,3,2-dioxaborolan-2-yl)benzamide), C1(CCCCC1)NC(OCC1=CN=C(S1)Cl)=O ((2-chloro-1,3-thiazol-5-yl)methyl cyclohexylcarbamate), crude residue. Run in C(C)(=O)OCC (ethyl acetate). Starting materials: C(C)#N (acetonitrile), [Al] (aluminum), Compound 2, OC(=O)CCCC[C@@H]1SC[C@@H]2NC(=O)N[C@H]12.ON1C(CCC1=O)=O (biotin N-hydroxy-succinimide), OC(=O)CCCC[C@@H]1SC[C@@H]2NC(=O)N[C@H]12.ON1C(CCC1=O)=O (biotin N-hydroxy-succinimide), C(C=C)N (allylamine), ON1C(CCC1=O)=O.OC(=O)CCCC[C@@H]1SC[C@@H]2NC(=O)N[C@H]12 (biotin-N-hydroxysuccinimide). Solvent: O (H2O), CN(C)C=O (DMF). Product: C(C=C)NC(CCCC[C@@H]1SC[C@@H]2NC(=O)N[C@H]12)=O (N-Allylbiotinamide). Reaction SMILES: O[C:2]([CH2:4][CH2:5][CH2:6][CH2:7][C@H:8]1[C@@H:16]2[C@@H:11]([NH:12][C:13]([NH:15]2)=[O:14])[CH2:10][S:9]1)=[O:3].O[N:18]1C(=O)[CH2:21][CH2:20][C:19]1=O.C(N)C=C.[Al].C(#N)C>CN(C=O)C.O>[CH2:19]([NH:18][C:2](=[O:3])[CH2:4][CH2:5][CH2:6][CH2:7][C@H:8]1[C@@H:16]2[C@@H:11]([NH:12][C:13]([NH:15]2)=[O:14])[CH2:10][S:9]1)[CH:20]=[CH2:21] |f:0.1|. Procedure details: In an argon-purged 100 ml flask, biotin-N-hydroxy-succinimide (251 mg, 0.735 mmol; Compound 1, Sigma-Aldrich) was dissolved in 26.7 ml dry DMF and mixed with allylamine (50 μl, 0.668 mmol; Nacalai Tesque, Inc., Japan), followed by stirring at room temperature with the flask covered with aluminum foil for light shielding. The progress of the reaction was monitored by C18 reversed-phase HPLC (HPLC conditions; column: μ-Bondsphere φ19×150 mm (Waters); mobile phase: 20% acetonitrile in H2O; elution ... The reactants are O=S(=O)(Cl)c1c(F)cccc1F, CC(C)(C)OC(=O)N1CCC(C)(c2nc(-c3cccc(N)c3F)c(-c3ccnc(Cl)n3)s2)CC1, c1ccncc1. Product: CC(C)(C)OC(=O)N1CCC(C)(c2nc(-c3cccc(NS(=O)(=O)c4c(F)cccc4F)c3F)c(-c3ccnc(Cl)n3)s2)CC1. RXN SMILES: [F:35][c:36]1[c:37]([S:43](=[O:44])(=[O:45])[Cl:46])[c:38]([F:42])[cH:39][cH:40][cH:41]1.[NH2:1][c:2]1[c:3]([F:34])[c:4](-[c:8]2[n:9][c:10]([C:20]3([CH3:33])[CH2:21][CH2:22][N:23]([C:26](=[O:27])[O:28][C:29]([CH3:30])([CH3:31])[CH3:32])[CH2:24][CH2:25]3)[s:11][c:12]2-[c:13]2[n:14][c:15]([Cl:19])[n:16][cH:17][cH:18]2)[cH:5][cH:6][cH:7]1.[cH:47]1[cH:48][cH:49][n:50][cH:51][cH:52]1>>[NH:1]([c:2]1[c:3]([F:34])[c:4](-[c:8]2[n:9][c:10]([C:20]3([CH3:33])[CH2:21][CH2:22][N:23]([C:26](=[O:27])[O:28][C:29]([CH3:30])([CH3:31])[CH3:32])[CH2:24][CH2:25]3)[s:11][c:12]2-[c:13]2[n:14][c:15]([Cl:19])[n:16][cH:17][cH:18]2)[cH:5][cH:6][cH:7]1)[S:43]([c:37]1[c:36]([F:35])[cH:41][cH:40][cH:39][c:38]1[F:42])(=[O:44])=[O:45]. The reactants are N1(CCOCC1)CCCNC=1N=[N+](C2=C(N1)C=C1C(=C2)OCC1)[O-] (N-[3-(4-Morpholinyl)propyl]-6,7-dihydrofuro[3,2-g][1,2,4]benzotriazin-3-amine 1-Oxide), C(=O)(C(F)(F)F)O (TFA), OO (H2O2). Solvent: C(Cl)Cl (DCM), C(Cl)Cl (DCM), N (NH3). Conditions: temperature 20 celsius, time 10 minute. Yields the product N1(CCOCC1)CCCNC=1N=[N+](C2=C([N+]1[O-])C=C1C(=C2)OCC1)[O-] (N-[3-(4-Morpholinyl)propyl]-6,7-dihydrofuro[3,2-g][1,2,4]benzotriazin-3-amine 1,4-Dioxide). Isolated yield 13.5%. As a reaction SMILES: OO.[N:3]1([CH2:9][CH2:10][CH2:11][NH:12][C:13]2[N:14]=[N+:15]([O-:26])[C:16]3[CH:22]=[C:21]4[O:23][CH2:24][CH2:25][C:20]4=[CH:19][C:17]=3[N:18]=2)[CH2:8][CH2:7][O:6][CH2:5][CH2:4]1.C(O)(C(F)(F)F)=[O:28]>C(Cl)Cl.N>[N:3]1([CH2:9][CH2:10][CH2:11][NH:12][C:13]2[N:14]=[N+:15]([O-:26])[C:16]3[CH:22]=[C:21]4[O:23][CH2:24][CH2:25][C:20]4=[CH:19][C:17]=3[N+:18]=2[O-:28])[CH2:8][CH2:7][O:6][CH2:5][CH2:4]1. Procedure: H2O2 (70%, 1.6 mL, ca. 32 mmol) was added dropwise to a stirred solution of TFM (4.5 mL, 32 mmol) in DCM (40 mL) at 0° C. The solution was stirred at 20° C. for 10 min, then cooled to 0° C., added to a solution of 1-oxide 199 (1.06 g, 3.2 mmol) and TFA (1.25 mL, 16 mmol) in DCM (40 mL) at 0° C. The solution was stirred at 20° C. for 4.5 h, diluted with dilute aqueous NH3 solution (50 mL) and extracted with DCM (4×125 mL). The combined organic fraction was dried and the solvent evaporated. The re...